Dataset: the Open Reaction Database (ORD), a public repository of structured organic reaction records. Task: describe an organic reaction: reactants, conditions, products, and yield The reactants are O(C1=CC=CC=C1)C1=NC=NN2C1=C(C(=C2)O)C (4-phenoxy-5-methyl-6-hydroxypyrrolo-[2,1-f][1,2,4]triazine), BrCCCBr (1,3-dibromopropane), C(=O)([O-])[O-].[K+].[K+] (K2CO3), intermediate, CS(=O)(=O)N (methanesulfonamide), C(=O)([O-])[O-].[K+].[K+] (K2CO3). Solvent: ClCCl (dichloromethane), CN(C)C=O (DMF). Yields the product CC=1C(=CN2N=CN=C(C21)OC2=CC=CC=C2)OCCCNS(=O)(=O)C (N-[3-(5-methyl-4-phenoxy-pyrrolo[2,1-f][1,2,4]triazin-6yloxy)-propyl]-methanesulfonamide). Isolated yield 67.2%. As a reaction SMILES: [O:1]([C:8]1[C:13]2=[C:14]([CH3:18])[C:15]([OH:17])=[CH:16][N:12]2[N:11]=[CH:10][N:9]=1)[C:2]1[CH:7]=[CH:6][CH:5]=[CH:4][CH:3]=1.Br[CH2:20][CH2:21][CH2:22]Br.C([O-])([O-])=O.[K+].[K+].[CH3:30][S:31]([NH2:34])(=[O:33])=[O:32]>CN(C=O)C.ClCCl>[CH3:18][C:14]1[C:15]([O:17][CH2:20][CH2:21][CH2:22][NH:34][S:31]([CH3:30])(=[O:33])=[O:32])=[CH:16][N:12]2[C:13]=1[C:8]([O:1][C:2]1[CH:3]=[CH:4][CH:5]=[CH:6][CH:7]=1)=[N:9][CH:10]=[N:11]2 |f:2.3.4|. Reported procedure: A solution of 4-phenoxy-5-methyl-6-hydroxypyrrolo-[2,1-f][1,2,4]triazine (1.05 g, 4.35 mmol), 1,3-dibromopropane (4.0 g, 20 mmol), and K2CO3 (3 g, 22 mmol) was heated at 70° C. for 2 h. The solvent was removed in vacuo. The residue was purified by flash column chromatography (silica gel, eluting from dichloromethane to 20% ethyl acetate/dichioromethane) to afford the crude intermediate (1.35 g, 86% yield). This intermediate (1.3 g, 3.59 mmol) was heated with methanesulfonamide (2.0 g, 21 mmol) a... Starting materials: CCO, CCOC(=O)C(Cc1ccc(C(F)(F)C(C)(C)C)cc1)C(O)c1cccc(Cl)c1, [Na+], C1CCOC1, [OH-]. Yields the product CC(C)(C)C(F)(F)c1ccc(CC(C(=O)O)C(O)c2cccc(Cl)c2)cc1. As a reaction SMILES: [CH2:32]([OH:33])[CH3:34].[Cl:1][c:2]1[cH:3][c:4]([CH:8]([CH:9]([C:10](=[O:11])[O:12][CH2:13][CH3:14])[CH2:15][c:16]2[cH:17][cH:18][c:19]([C:22]([C:23]([CH3:24])([CH3:25])[CH3:26])([F:27])[F:28])[cH:20][cH:21]2)[OH:29])[cH:5][cH:6][cH:7]1.[Na+:31].[O:35]1[CH2:36][CH2:37][CH2:38][CH2:39]1.[OH-:30]>>[Cl:1][c:2]1[cH:3][c:4]([CH:8]([CH:9]([C:10](=[O:11])[OH:12])[CH2:15][c:16]2[cH:17][cH:18][c:19]([C:22]([C:23]([CH3:24])([CH3:25])[CH3:26])([F:27])[F:28])[cH:20][cH:21]2)[OH:29])[cH:5][cH:6][cH:7]1. Procedure: 2-methyl-3-(benzyloxy)-4-pyranone (10.4 g) was dissolved in water (80 mL) and ethanol (80 mL). Methylamine hydrochloride (4.9 g) was dissolved in water (50 mL) and sodium hydroxide was added (2.9 g). This solution was added to the solution of 2-methyl-3-(benzyloxy)-4-pyranone, followed by the addition of 2N sodium hydroxide (4.0 mL). This solution was placed under conditions of reflux for 18 hours. After this time, the pH of the solution was set to 1.1 with hydrochloric acid, and the solution wa... The yield is 31.4%. The product is OC1=C(N(C=CC1=O)C)C (3-Hydroxy-1,2-dimethyl-4-pyridinone). As a reaction SMILES: [CH3:1][C:2]1O[CH:4]=[CH:5][C:6](=[O:16])[C:7]=1[O:8]CC1C=CC=CC=1.Cl.[CH3:18][NH2:19].[OH-].[Na+].Cl>O.C(O)C>[OH:8][C:7]1[C:6](=[O:16])[CH:5]=[CH:4][N:19]([CH3:18])[C:2]=1[CH3:1] |f:1.2,3.4|. Run in C(C)O (ethanol), O (water), C(C)O (ethanol), O (water). The reactants are [OH-].[Na+] (sodium hydroxide), CC=1OC=CC(C1OCC1=CC=CC=C1)=O (2-methyl-3-(benzyloxy)-4-pyranone), Cl.CN (Methylamine hydrochloride), CC=1OC=CC(C1OCC1=CC=CC=C1)=O (2-methyl-3-(benzyloxy)-4-pyranone), [OH-].[Na+] (sodium hydroxide), Cl (hydrochloric acid). Conditions: time 12 hour. Starting materials: CCO, CCN(C(C)C)C(C)C, Cl, CC(C)Oc1ccc(C#N)cc1I, NO. Yields the product CC(C)Oc1ccc(C(=N)NO)cc1I. As a reaction SMILES: [CH3:26][CH2:27][OH:28].[CH:17]([N:18]([CH2:19][CH3:20])[CH:21]([CH3:22])[CH3:23])([CH3:24])[CH3:25].[ClH:14].[I:1][c:2]1[cH:3][c:4]([C:5]#[N:6])[cH:7][cH:8][c:9]1[O:10][CH:11]([CH3:12])[CH3:13].[NH2:15][OH:16]>>[I:1][c:2]1[cH:3][c:4]([C:5](=[NH:6])[NH:15][OH:16])[cH:7][cH:8][c:9]1[O:10][CH:11]([CH3:12])[CH3:13]. Starting materials: [BH4-], C=CCOC(=O)c1ccc(C(C)=O)cc1, C1CCOC1, CO, [Na+], O. The product is C=CCOC(=O)c1ccc(C(C)O)cc1. As a reaction SMILES: [BH4-:23].[C:1]([CH3:2])(=[O:3])[c:4]1[cH:5][cH:6][c:7]([C:8](=[O:9])[O:10][CH2:11][CH:12]=[CH2:13])[cH:14][cH:15]1.[CH2:18]1[O:19][CH2:20][CH2:21][CH2:22]1.[CH3:16][OH:17].[Na+:24].[OH2:25]>>[CH:1]([CH3:2])([OH:3])[c:4]1[cH:5][cH:6][c:7]([C:8](=[O:9])[O:10][CH2:11][CH:12]=[CH2:13])[cH:14][cH:15]1. The reactants are C(C)(C)N(CC)C(C)C (Diisopropylethylamine), NC=1C=NC=CC1 (3-aminopyridine), ON1N=NC2=C1N=CC=C2 (1-hydroxy-7-azabenzotriazole), C(CCl)Cl (EDC), N1(CCOCC1)C(=O)C1=CC(=C(C(=O)OCC2=CC=CC=C2)C=C1C(F)(F)F)OCC1=CC=CC=C1 (phenylmethyl 4-(4-morpholinylcarbonyl)-2-[(phenylmethyl)oxy]-5-(trifluoromethyl)benzoate), [OH-].[Li+] (lithium hydroxide), Cl (hydrochloric acid). Run in O1CCCC1 (tetrahydrofuran), O (water), O (water), C(C)(=O)OCC (Ethyl acetate). Conditions: temperature 45 celsius, time 18 hour. The product is N1(CCOCC1)C(=O)C1=CC(=C(C(=O)NC=2C=NC=CC2)C=C1C(F)(F)F)OCC1=CC=CC=C1 (4-(4-Morpholinylcarbonyl)-2-[(phenylmethyl)oxy]-N-3-pyridinyl-5-(trifluoromethyl)benzamide). As a reaction SMILES: [N:1]1([C:7]([C:9]2[C:24]([C:25]([F:28])([F:27])[F:26])=[CH:23][C:12]([C:13](OCC3C=CC=CC=3)=[O:14])=[C:11]([O:29][CH2:30][C:31]3[CH:36]=[CH:35][CH:34]=[CH:33][CH:32]=3)[CH:10]=2)=[O:8])[CH2:6][CH2:5][O:4][CH2:3][CH2:2]1.[OH-].[Li+].Cl.C(N(C(C)C)CC)(C)C.[NH2:49][C:50]1[CH:51]=[N:52][CH:53]=[CH:54][CH:55]=1.ON1C2N=CC=CC=2N=N1.C(Cl)CCl>O1CCCC1.O.C(OCC)(=O)C>[N:1]1([C:7]([C:9]2[C:24]([C:25]([F:27])([F:26])[F:28])=[CH:23][C:12]([C:13]([NH:49][C:50]3[CH:51]=[N:52][CH:53]=[CH:54][CH:55]=3)=[O:14])=[C:11]([O:29][CH2:30][C:31]3[CH:36]=[CH:35][CH:34]=[CH:33][CH:32]=3)[CH:10]=2)=[O:8])[CH2:2][CH2:3][O:4][CH2:5][CH2:6]1 |f:1.2|. Procedure: To a solution of phenylmethyl 4-(4-morpholinylcarbonyl)-2-[(phenylmethyl)oxy]-5-(trifluoromethyl)benzoate (may be prepared as described in Description 56; 64 mg, 0.13 mmol) in tetrahydrofuran (3 ml) was added lithium hydroxide (9.21 mg, 0.38 mmol) and water (0.75 ml). The solution was heated at 45° C. for one hour, cooled and 2M hydrochloric acid (0.19 ml, 0.38 mmol) was added. The solvent was removed in vacuo and the residue redissolved in N,N-dimethylformamide (4 ml). Diisopropylethylamine (0.... The reactants are CCOCc1nc2c(N)nc(C)c(C)c2n1CCC1CCNCC1, CN(C)S(=O)(=O)Cl. Product: CCOCc1nc2c(N)nc(C)c(C)c2n1CCC1CCN(S(=O)(=O)N(C)C)CC1. As a reaction SMILES: [CH2:8]([CH3:9])[O:10][CH2:11][c:12]1[n:13]([CH2:24][CH2:25][CH:26]2[CH2:27][CH2:28][NH:29][CH2:30][CH2:31]2)[c:14]2[c:15]([c:16]([NH2:22])[n:17][c:18]([CH3:21])[c:19]2[CH3:20])[n:23]1.[CH3:1][N:2]([S:3](=[O:4])(=[O:5])[Cl:6])[CH3:7]>>[CH3:1][N:2]([S:3](=[O:4])(=[O:5])[N:29]1[CH2:28][CH2:27][CH:26]([CH2:25][CH2:24][n:13]2[c:12]([CH2:11][O:10][CH2:8][CH3:9])[n:23][c:15]3[c:14]2[c:19]([CH3:20])[c:18]([CH3:21])[n:17][c:16]3[NH2:22])[CH2:31][CH2:30]1)[CH3:7]. The reactants are Cc1c2c(nc3ccccc13)CCNCC2, O=C(Cl)c1ccc(Cl)cc1, c1ccncc1. The product is Cc1c2c(nc3ccccc13)CCN(C(=O)c1ccc(Cl)cc1)CC2. Reaction SMILES: [CH3:1][c:2]1[c:3]2[c:4]([n:5][c:6]3[cH:7][cH:8][cH:9][cH:10][c:11]13)[CH2:12][CH2:13][NH:14][CH2:15][CH2:16]2.[Cl:17][c:18]1[cH:19][cH:20][c:21]([C:22](=[O:23])[Cl:24])[cH:25][cH:26]1.[cH:27]1[cH:28][cH:29][n:30][cH:31][cH:32]1>>[CH3:1][c:2]1[c:3]2[c:4]([n:5][c:6]3[cH:7][cH:8][cH:9][cH:10][c:11]13)[CH2:12][CH2:13][N:14]([C:22]([c:21]1[cH:20][cH:19][c:18]([Cl:17])[cH:26][cH:25]1)=[O:23])[CH2:15][CH2:16]2.